From a dataset of the Open Reaction Database (ORD), a public repository of structured organic reaction records. describe an organic reaction: reactants, conditions, products, and yield Starting materials: COCCOCCOc1cccc2c1CN(Cc1ccc(OC)cc1)C2, CO, CC(Cl)OC(=O)Cl, ClCCCl. Product: COCCOCCOc1cccc2c1CNC2. RXN SMILES: [CH3:1][O:2][c:3]1[cH:4][cH:5][c:6]([CH2:7][N:8]2[CH2:9][c:10]3[cH:11][cH:12][cH:13][c:14]([O:17][CH2:18][CH2:19][O:20][CH2:21][CH2:22][O:23][CH3:24])[c:15]3[CH2:16]2)[cH:25][cH:26]1.[CH3:34][OH:35].[Cl:27][C:28]([O:29][CH:30]([Cl:31])[CH3:32])=[O:33].[Cl:36][CH2:37][CH2:38][Cl:39]>>[NH:8]1[CH2:9][c:10]2[cH:11][cH:12][cH:13][c:14]([O:17][CH2:18][CH2:19][O:20][CH2:21][CH2:22][O:23][CH3:24])[c:15]2[CH2:16]1. The reactants are CCNCC, CN(C)C=O, CCC(C)C(C(=O)NC(Cc1ccccc1)CC(O)C(Cc1ccccc1)N(CC1c2ccccc2-c2ccccc21)C(=O)[O-])N1CCN(Cc2ccnc3ccccc23)C1=O. Product: CCC(C)C(C(=O)NC(Cc1ccccc1)CC(O)C(N)Cc1ccccc1)N1CCN(Cc2ccnc3ccccc23)C1=O. As a reaction SMILES: [CH2:63]([NH:64][CH2:65][CH3:66])[CH3:67].[O:68]=[CH:69][N:70]([CH3:71])[CH3:72].[cH:1]1[c:2]2[c:14]([cH:16][cH:17][cH:18]1)-[c:9]1[c:8]([cH:13][cH:12][cH:11][cH:10]1)[CH:3]2[CH2:4][N:15]([C:5](=[O:6])[O-:7])[CH:19]([CH:20]([CH2:21][CH:22]([CH2:23][c:24]1[cH:25][cH:26][cH:27][cH:28][cH:29]1)[NH:30][C:31]([CH:32]([CH:33]([CH2:34][CH3:35])[CH3:36])[N:37]1[C:38](=[O:53])[N:39]([CH2:42][c:43]2[cH:44][cH:45][n:46][c:47]3[cH:48][cH:49][cH:50][cH:51][c:52]23)[CH2:40][CH2:41]1)=[O:54])[OH:55])[CH2:56][c:57]1[cH:58][cH:59][cH:60][cH:61][cH:62]1>>[NH2:15][CH:19]([CH:20]([CH2:21][CH:22]([CH2:23][c:24]1[cH:25][cH:26][cH:27][cH:28][cH:29]1)[NH:30][C:31]([CH:32]([CH:33]([CH2:34][CH3:35])[CH3:36])[N:37]1[C:38](=[O:53])[N:39]([CH2:42][c:43]2[cH:44][cH:45][n:46][c:47]3[cH:48][cH:49][cH:50][cH:51][c:52]23)[CH2:40][CH2:41]1)=[O:54])[OH:55])[CH2:56][c:57]1[cH:58][cH:59][cH:60][cH:61][cH:62]1. The reactants are C(C)(C)(C)OC(=O)NOCC(=O)O (tert-Butyloxycarbonylaminoxy acetic acid), C(C)(=O)OCC (ethyl acetate), C1(CCCCC1)N=C=NC1CCCCC1 (N,N′-dicyclohexylcarbodiimide), ON1C(CCC1=O)=O (N-hydroxysuccinimide). Solvent: C(C)#N (acetonitrile). Run at time 8 hour. Product: C1(CCCCC1)NC(=O)NC1CCCCC1 (N,N′-dicyclohexylurea). As a reaction SMILES: C([O:5]C(NOCC(O)=O)=O)(C)(C)C.C(OCC)(=O)C.[CH:20]1([N:26]=[C:27]=[N:28][CH:29]2[CH2:34][CH2:33][CH2:32][CH2:31][CH2:30]2)[CH2:25][CH2:24][CH2:23][CH2:22][CH2:21]1.ON1C(=O)CCC1=O>C(#N)C>[CH:29]1([NH:28][C:27]([NH:26][CH:20]2[CH2:21][CH2:22][CH2:23][CH2:24][CH2:25]2)=[O:5])[CH2:34][CH2:33][CH2:32][CH2:31][CH2:30]1. Procedure details: tert-Butyloxycarbonylaminoxy acetic acid was dissolved in ice-cooled ethyl acetate or acetonitrile and treated with N,N′-dicyclohexylcarbodiimide (1.0 equivalent) and N-hydroxysuccinimide (1.0 equivalent). The reaction mixture was stirred at room temperature overnight. The N,N′-dicyclohexylurea formed was removed by filtration and the filtrate was evaporated to dryness in vacuo. The crude Boc-AOA-OSu was either used directly in the next step or purified by recrystallisation from chloroform. Adop... Starting materials: [H-].[Al+3].[Li+].[H-].[H-].[H-] (lithium aluminum hydride), O (water), C(C)OC(CC12C3=CC=CC=C3C(C=3C=CC=CC13)C2)=O ((9,10-dihydro-9,10-methano-9-anthryl)-acetic acid ethyl ester), [H-].[Al+3].[Li+].[H-].[H-].[H-] (lithium aluminum hydride). The solvent is CCOCC (ether), C(C)(=O)OCC (ethyl acetate). Run at time 1 hour. The product is OCCC12C3=CC=CC=C3C(C=3C=CC=CC13)C2 (9-β-hydroxyethyl-9,10-dihydro-9,10-methanoanthracene). RXN SMILES: C([O:3][C:4](=O)[CH2:5][C:6]12[CH2:20][CH:13]([C:14]3[CH:15]=[CH:16][CH:17]=[CH:18][C:19]=31)[C:12]1[C:7]2=[CH:8][CH:9]=[CH:10][CH:11]=1)C.[H-].[Al+3].[Li+].[H-].[H-].[H-].O>CCOCC.C(OCC)(=O)C>[OH:3][CH2:4][CH2:5][C:6]12[CH2:20][CH:13]([C:14]3[CH:15]=[CH:16][CH:17]=[CH:18][C:19]=31)[C:12]1[C:7]2=[CH:8][CH:9]=[CH:10][CH:11]=1 |f:1.2.3.4.5.6|. Procedure: A mixture of (9,10-dihydro-9,10-methano-9-anthryl)-acetic acid ethyl ester (125 mg) and lithium aluminum hydride (80 mg) in ether (6 ml) was stirred at room temperature for 1 hour. Excess lithium aluminum hydride was decomposed by addition of water. The reaction mixture was diluted with ethyl acetate, dried over anhydrous sodium sulfate and evaporated to dryness to give crystals of 9-β-hydroxyethyl-9,10-dihydro-9,10-methanoanthracene. M.P. 99°-100.5° C.